Dataset: the Open Reaction Database (ORD), a public repository of structured organic reaction records. Task: describe an organic reaction: reactants, conditions, products, and yield Starting materials: C(C)(C)(C)OC(NC=1SC(=CC1)C1=NC(=NC=C1)NC=1C=C(C=CC1)C)=O ([5-(2-m-Tolylamino-pyrimidin-4-yl)-thiophen-2-yl]-carbamic acid tert-butyl ester), Cl (HCl), C(=O)(C(F)(F)F)O (TFA). Solvent: O1CCOCC1 (1,4-dioxane), C(Cl)Cl (DCM). Yields the product Cl.NC1=CC=C(S1)C1=NC(=NC=C1)NC=1C=C(C=CC1)C ([4-(5-aminothiophen-2-yl)-pyrimidin-2-yl]-m-tolyl-amine HCl salt). RXN SMILES: C(OC(=O)[NH:7][C:8]1[S:9][C:10]([C:13]2[CH:18]=[CH:17][N:16]=[C:15]([NH:19][C:20]3[CH:21]=[C:22]([CH3:26])[CH:23]=[CH:24][CH:25]=3)[N:14]=2)=[CH:11][CH:12]=1)(C)(C)C.[ClH:28].C(O)(C(F)(F)F)=O>O1CCOCC1.C(Cl)Cl>[ClH:28].[NH2:7][C:8]1[S:9][C:10]([C:13]2[CH:18]=[CH:17][N:16]=[C:15]([NH:19][C:20]3[CH:21]=[C:22]([CH3:26])[CH:23]=[CH:24][CH:25]=3)[N:14]=2)=[CH:11][CH:12]=1 |f:5.6|. Procedure: [5-(2-m-Tolylamino-pyrimidin-4-yl)-thiophen-2-yl]-carbamic acid tert-butyl ester was treated with 4 N HCl in 1,4-dioxane for 6 hours or 20% TFA in DCM for 2 hours. The solution was dried in vacuo to afford [4-(5-aminothiophen-2-yl)-pyrimidin-2-yl]-m-tolyl-amine HCl salt. The amine salt was also neutralized by drying down the HCl/dioxane solution, redissolving in EtOAc and washing with saturated NaHCO3 (2×) and brine (1×) and dried over Na2SO4. Concentrated and redissolved and dried down 2× from ...